From a dataset of the Open Reaction Database (ORD), a public repository of structured organic reaction records. describe an organic reaction: reactants, conditions, products, and yield Reactants: O=C([O-])[O-], CSCCC=O, C#N, [NH4+], [NH4+]. The product is CSCCC(N)C(=O)O. As a reaction SMILES: [C:9]([O-:10])([O-:11])=[O:12].[CH3:1][S:2][CH2:3][CH2:4][CH:5]=[O:6].[CH:7]#[N:8].[NH4+:13].[NH4+:14]>>[CH3:1][S:2][CH2:3][CH2:4][CH:5]([NH2:8])[C:9]([OH:10])=[O:12]. Reactants: CCOC(=O)c1[nH]c2ccncc2c1Nc1ccc([Si](C)(C)C)cc1F, CCOCC, ClCCl, ClI. Yields the product CCOC(=O)c1[nH]c2ccncc2c1Nc1ccc(I)cc1F. RXN SMILES: [CH2:1]([CH3:2])[O:3][C:4](=[O:5])[c:6]1[c:7]([NH:15][c:16]2[c:17]([F:26])[cH:18][c:19]([Si:22]([CH3:23])([CH3:24])[CH3:25])[cH:20][cH:21]2)[c:8]2[cH:9][n:10][cH:11][cH:12][c:13]2[nH:14]1.[CH3:29][CH2:30][O:31][CH2:32][CH3:33].[Cl:34][CH2:35][Cl:36].[I:27][Cl:28]>>[CH2:1]([CH3:2])[O:3][C:4](=[O:5])[c:6]1[c:7]([NH:15][c:16]2[c:17]([F:26])[cH:18][c:19]([I:27])[cH:20][cH:21]2)[c:8]2[cH:9][n:10][cH:11][cH:12][c:13]2[nH:14]1.